describe an organic reaction: reactants, conditions, products, and yield From a dataset of the Open Reaction Database (ORD), a public repository of structured organic reaction records. Reactants: Cl (hydrochloric acid), BrC1=CC=C(C=C1)CC#N (p-Bromophenylacetonitrile), C(C=C)(=O)OC(C)(C)C (t-butyl acrylate), C1(=C(C=CC=C1)P(C1=C(C=CC=C1)C)C1=C(C=CC=C1)C)C (tri-o-tolylphosphine). Reagents/catalysts: C(C)(=O)[O-].[Pd+2].C(C)(=O)[O-] (palladium (II) acetate). Run in C(C)N(CC)CC (triethylamine). Yields the product C(#N)CC1=CC=C(C=C1)C(C(=O)OC(C)(C)C)=C (t-butyl p-(cyanomethyl)-phenylacrylate). Reaction SMILES: Br[C:2]1[CH:7]=[CH:6][C:5]([CH2:8][C:9]#[N:10])=[CH:4][CH:3]=1.[C:11]([O:15][C:16]([CH3:19])([CH3:18])[CH3:17])(=[O:14])[CH:12]=[CH2:13].C1(C)C=CC=CC=1P(C1C=CC=CC=1C)C1C=CC=CC=1C.Cl>C([O-])(=O)C.[Pd+2].C([O-])(=O)C.C(N(CC)CC)C>[C:9]([CH2:8][C:5]1[CH:6]=[CH:7][C:2]([C:12](=[CH2:13])[C:11]([O:15][C:16]([CH3:19])([CH3:18])[CH3:17])=[O:14])=[CH:3][CH:4]=1)#[N:10] |f:4.5.6|. Procedure details: p-Bromophenylacetonitrile (50 g), t-butyl acrylate (46 ml), palladium (II) acetate (575 mg) and tri-o-tolylphosphine (3.1 g) are combined with 125 ml triethylamine in a steel pressure reactor and heated at 140° for 16 hours. The reaction mixture is cooled to room temperature and poured into 500 ml 3N hydrochloric acid at 0°. The solids are extracted into ethyl acetate and the ethyl acetate solution is extracted with saturated NaCl solution and dried over magnesium sulfate. The crude product is t...